This data is from the Open Reaction Database (ORD), a public repository of structured organic reaction records. The task is: describe an organic reaction: reactants, conditions, products, and yield Starting materials: O=S(=O)(c1ccccc1)C1CC2(c3ccccc3)C(O)CCC1N2Cc1ccccc1, C1CCOC1, [Li+], [c-]1cccc2ccccc12. The product is OC1CCC2CCC1(c1ccccc1)N2Cc1ccccc1. RXN SMILES: [CH2:12]([c:13]1[cH:14][cH:15][cH:16][cH:17][cH:18]1)[N:19]1[C:20]2([c:37]3[cH:38][cH:39][cH:40][cH:41][cH:42]3)[CH:21]([OH:36])[CH2:22][CH2:23][CH:24]1[CH:25]([S:27]([c:28]1[cH:29][cH:30][cH:31][cH:32][cH:33]1)(=[O:34])=[O:35])[CH2:26]2.[CH2:43]1[O:44][CH2:45][CH2:46][CH2:47]1.[Li+:11].[c-:1]1[c:2]2[c:3]([cH:4][cH:5][cH:6][cH:7]2)[cH:8][cH:9][cH:10]1>>[CH2:12]([c:13]1[cH:14][cH:15][cH:16][cH:17][cH:18]1)[N:19]1[C:20]2([c:37]3[cH:38][cH:39][cH:40][cH:41][cH:42]3)[CH:21]([OH:36])[CH2:22][CH2:23][CH:24]1[CH2:25][CH2:26]2. Product: FC1=C(C=CC=C1)N1N=C2C(=CNC=3C=CC=CC23)C1=O (2-(2′-Fluorophenyl)-2,5-dihydro-pyrazolo-(4,3-c)quinolin-3-one). The reactants are C1(=CC=CC=C1)N1N=C2C(=CNC=3C=CC=CC23)C1=O (2-Phenyl-2,5-dihydro-pyrazolo-(4,3-c) quinolin-3-one), Cl.FC1=C(C=CC=C1)NN (2-fluorophenyl hydrazine hydrochloride). As a reaction SMILES: [C:1]1([N:7]2[C:19](=[O:20])[C:10]3=[CH:11][NH:12][C:13]4[CH:14]=[CH:15][CH:16]=[CH:17][C:18]=4[C:9]3=[N:8]2)[CH:6]=[CH:5][CH:4]=[CH:3][CH:2]=1.Cl.[F:22]C1C=CC=CC=1NN>>[F:22][C:6]1[CH:5]=[CH:4][CH:3]=[CH:2][C:1]=1[N:7]1[C:19](=[O:20])[C:10]2=[CH:11][NH:12][C:13]3[CH:14]=[CH:15][CH:16]=[CH:17][C:18]=3[C:9]2=[N:8]1 |f:1.2|. Procedure details: The title compound was prepared following the procedure described in Step 3 for the synthesis of 4a, using 2-fluorophenyl hydrazine hydrochloride instead of phenyl hydrazine hydrochloride. 1H NMR (DMSO-d6) δ (ppm): 7.13-7.46 (3H, m), 7.48-7.62 (2H, m), 7.67 (1H, dd, J=6.87, 1.37 Hz), 7.73 (1H, d, J=8.24 Hz), 8.11 (1H, dd, J=8.24, 1.09 Hz), 8.70 (1H, d, J=6.31 Hz). m/z 280.3 (MH+).